This data is from the Open Reaction Database (ORD), a public repository of structured organic reaction records. The task is: describe an organic reaction: reactants, conditions, products, and yield The reactants are C1(CCCC1)OC=1C=C(C=CC1OC)[C@@H]1CNC[C@H]1C(=O)OC (trans-3-(3-cyclopentoxy-4-methoxyphenyl)-4-(methoxycarbonyl)pyrrolidine), C(C)(=O)OC(C)=O (acetic anhydride). The reagents and catalysts are CN(C1=CC=NC=C1)C (4-dimethylaminopyridine). Solvent: C(Cl)Cl (CH2Cl2), C(Cl)Cl (CH2Cl2). Yields the product C1(CCCC1)OC=1C=C(C=CC1OC)[C@@H]1CN(C[C@H]1C(=O)OC)C(=O)C (trans-3-(3-cyclopentoxy-4-methoxyphenyl)-4-methoxycarbonyl-1-(methylcarbonyl)pyrrolidine). Isolated yield 54.0%. As a reaction SMILES: [CH:1]1([O:6][C:7]2[CH:8]=[C:9]([C@H:15]3[C@H:19]([C:20]([O:22][CH3:23])=[O:21])[CH2:18][NH:17][CH2:16]3)[CH:10]=[CH:11][C:12]=2[O:13][CH3:14])[CH2:5][CH2:4][CH2:3][CH2:2]1.[C:24](OC(=O)C)(=[O:26])[CH3:25]>C(Cl)Cl.CN(C)C1C=CN=CC=1>[CH:1]1([O:6][C:7]2[CH:8]=[C:9]([C@H:15]3[C@H:19]([C:20]([O:22][CH3:23])=[O:21])[CH2:18][N:17]([C:24]([CH3:25])=[O:26])[CH2:16]3)[CH:10]=[CH:11][C:12]=2[O:13][CH3:14])[CH2:2][CH2:3][CH2:4][CH2:5]1. Reported procedure: To a solution of trans-3-(3-cyclopentoxy-4-methoxyphenyl)-4-(methoxycarbonyl)pyrrolidine (605 mg, 1.89 mmol) in 5 mL of CH2Cl2 was added 4-dimethylaminopyridine (347 mg, 2.84 mmol), followed by 1 mL of acetic anhydride After 12 hr the reaction was diluted with CH2Cl2 and washed with 1M H3PO4. The organic layer was dried over MgSO4, filtered, and concentrated under reduced pressure. Silica gel chromatography (2:1, hexanes:ethyl acetate) provided trans-3-(3-cyclopentoxy-4-methoxyphenyl)-4-methoxyc... The reactants are C(C)(C)N(C(C)C)CC (N,N-diisopropylethylamine), N1CCOCC1 (morpholine), FC=1C=C(C=C(C1F)F)[N+](=O)[O-] (3,4,5-trifluoronitrobenzene). Run in O (water), Cl (HCl), CN1C(CCC1)=O (1-methyl-2-pyrrolidon). Conditions: temperature 110 celsius, time 1 hour. Yields the product FC1=C(C(=CC(=C1)[N+](=O)[O-])F)N1CCOCC1 (4-(2,6-difluoro-4-nitro-phenyl)-morpholine). RXN SMILES: [NH:1]1[CH2:6][CH2:5][O:4][CH2:3][CH2:2]1.C(N(CC)C(C)C)(C)C.[F:16][C:17]1[CH:18]=[C:19]([N+:25]([O-:27])=[O:26])[CH:20]=[C:21]([F:24])[C:22]=1F>CN1CCCC1=O.O.Cl>[F:16][C:17]1[CH:18]=[C:19]([N+:25]([O-:27])=[O:26])[CH:20]=[C:21]([F:24])[C:22]=1[N:1]1[CH2:6][CH2:5][O:4][CH2:3][CH2:2]1. Procedure details: 5.10 mL morpholine are dissolved in 1 mL 1-methyl-2-pyrrolidon and combined with 14.99 mL N,N-diisopropylethylamine and 1.85 mL 3,4,5-trifluoronitrobenzene. The reaction mixture is stirred for 1 h at 110° C. After cooling the reaction mixture is diluted with 70 mL water and 15 mL concentrated aqueous HCl solution are added. The precipitate formed is filtered off, with water washed and dissolved with ethyl acetate. Then the solvent is eliminated in vacuo. Reactants: C=1C=CN2C1CN(C1=C(C2)C=CC=C1)C(=O)C1=CC=C(C=C1)NC(=O)C=1C(=NC=CC1)Cl (N-[4-(5H-pyrrolo[2,1-c][1,4]benzodiazepin-10(11H)ylcarbonyl)phenyl]-2-chloropyridine-3-carboxamide), N1CCCCC1 (piperidine). Yields the product C=1C=CN2C1CN(C1=C(C2)C=CC=C1)C(=O)C1=CC=C(C=C1)NC(=O)C=1C(=NC=CC1)N1CCCCC1 (N-[4-(5H-Pyrrolo[2,1-c][1,4]benzodiazepin-10(11H)ylcarbonyl)phenyl]-2-(1-piperidinyl)-pyridine-3-carboxamide). RXN SMILES: [CH:1]1[CH:2]=[CH:3][N:4]2[CH2:10][C:9]3[CH:11]=[CH:12][CH:13]=[CH:14][C:8]=3[N:7]([C:15]([C:17]3[CH:22]=[CH:21][C:20]([NH:23][C:24]([C:26]4[C:27](Cl)=[N:28][CH:29]=[CH:30][CH:31]=4)=[O:25])=[CH:19][CH:18]=3)=[O:16])[CH2:6][C:5]=12.[NH:33]1[CH2:38][CH2:37][CH2:36][CH2:35][CH2:34]1>>[CH:1]1[CH:2]=[CH:3][N:4]2[CH2:10][C:9]3[CH:11]=[CH:12][CH:13]=[CH:14][C:8]=3[N:7]([C:15]([C:17]3[CH:22]=[CH:21][C:20]([NH:23][C:24]([C:26]4[C:27]([N:33]5[CH2:38][CH2:37][CH2:36][CH2:35][CH2:34]5)=[N:28][CH:29]=[CH:30][CH:31]=4)=[O:25])=[CH:19][CH:18]=3)=[O:16])[CH2:6][C:5]=12. Procedure details: Using the conditions of Example 334 and 1 g of N-[4-(5H-pyrrolo[2,1-c][1,4]benzodiazepin-10(11H)ylcarbonyl)phenyl]-2-chloropyridine-3-carboxamide and 5 ml of piperidine gives 700 mg of the desired product:M+ =491. The reactants are ClCCCl, CN(C)c1ccccn1, COC(=O)c1cc(OS(C)(=O)=O)cc(C(=O)O)c1, CC(C)(C)O, ClCCl. Product: COC(=O)c1cc(OS(C)(=O)=O)cc(C(=O)OC(C)(C)C)c1. As a reaction SMILES: [CH2:33]([Cl:34])[CH2:35][Cl:36].[CH3:19][N:20]([c:21]1[cH:22][cH:23][cH:24][cH:25][n:26]1)[CH3:27].[CH3:1][O:2][C:3](=[O:4])[c:5]1[cH:6][c:7]([C:8](=[O:9])[OH:10])[cH:11][c:12]([O:14][S:15](=[O:16])(=[O:17])[CH3:18])[cH:13]1.[CH3:28][C:29]([CH3:30])([CH3:31])[OH:32].[Cl:37][CH2:38][Cl:39]>>[CH3:1][O:2][C:3](=[O:4])[c:5]1[cH:6][c:7]([C:8](=[O:9])[O:10][C:29]([CH3:28])([CH3:30])[CH3:31])[cH:11][c:12]([O:14][S:15](=[O:16])(=[O:17])[CH3:18])[cH:13]1. The reactants are CC1(OC2=CC=C(C=C2CC1)S(=O)(=O)NCC(=O)OC(C)(C)C)C (tert-butyl 2-(2,2-dimethylchroman-6-sulfonamido)acetate), BrCC=1C=C(C=CC1)C1=CC=CC=C1 (3-(bromomethyl)biphenyl), CCN(CC)P1(=NC(C)(C)C)N(CCCN1C)C (BEMP). The solvent is C(C)#N (acetonitrile). Reaction conditions: temperature 90 celsius, time 1 hour. The product is C1(=CC=C(C=C1)CN(S(=O)(=O)C=1C=C2CCC(OC2=CC1)(C)C)CC(=O)O)C1=CC=CC=C1 (2-(N-(biphenyl-4-ylmethyl)-2,2-dimethylchroman-6-sulfonamido)acetic acid). Yield: 47.5%. As a reaction SMILES: [CH3:1][C:2]1([CH3:24])[CH2:11][CH2:10][C:9]2[C:4](=[CH:5][CH:6]=[C:7]([S:12]([NH:15][CH2:16][C:17]([O:19]C(C)(C)C)=[O:18])(=[O:14])=[O:13])[CH:8]=2)[O:3]1.BrC[C:27]1[CH:28]=[C:29]([C:33]2[CH:38]=[CH:37][CH:36]=[CH:35][CH:34]=2)[CH:30]=[CH:31][CH:32]=1.[CH3:39]CN(P1(N(C)CCCN1C)=NC(C)(C)C)CC>C(#N)C>[C:33]1([C:29]2[CH:28]=[CH:27][CH:32]=[CH:31][CH:30]=2)[CH:34]=[CH:35][C:36]([CH2:39][N:15]([CH2:16][C:17]([OH:19])=[O:18])[S:12]([C:7]2[CH:8]=[C:9]3[C:4](=[CH:5][CH:6]=2)[O:3][C:2]([CH3:1])([CH3:24])[CH2:11][CH2:10]3)(=[O:13])=[O:14])=[CH:37][CH:38]=1. Procedure: To a solution of tert-butyl 2-(2,2-dimethylchroman-6-sulfonamido)acetate (40 mg, 0.113 mmol) in acetonitrile (2 mL) was added 3-(bromomethyl)biphenyl (38.9 mg, 0.158 mmol) and resin-supported BEMP (74.5 mg, 0.164 mmol). The mixture was heated in an oil bath at 90° C. overnight. The reaction mixture was filtered, and the filtrate was concentrated to dryness. The crude mixture was taken in DCM (2 mL) and trifluoroacetic acid was added (1 mL). The mixture was stirred at RT for 1 hr and was concentr... Reactants: ClC1=NC(=CC(=N1)Cl)Cl (2,4,6-trichloropyrimidine), C(C)(C)N(CC)C(C)C (diisopropylethylamine), FC1=C(C=C(N)C=C1)C(F)(F)F (4-fluoro-3-trifluoromethylaniline). The solvent is CCOCC (ether), O (water), O1CCOCC1 (dioxane), O1CCOCC1 (dioxane). Reaction conditions: temperature 80 celsius, time 12 hour. The product is ClC1=NC(=CC(=N1)NC1=CC(=C(C=C1)F)C(F)(F)F)Cl ((2,6-Dichloro-pyrimidin-4-yl)-(4-fluoro-3-trifluoromethylphenyl)amine), ClC1=NC(=NC(=C1)Cl)NC1=CC(=C(C=C1)F)C(F)(F)F ((4,6-dichloropyrimidin-2-yl)-(4-fluoro-3-trifluoromethylphenyl)amine). Isolated yield 29.0%. RXN SMILES: [Cl:1][C:2]1[N:7]=[C:6]([Cl:8])[CH:5]=[C:4]([Cl:9])[N:3]=1.C(N(C(C)C)CC)(C)C.[F:19][C:20]1[CH:26]=[CH:25][C:23]([NH2:24])=[CH:22][C:21]=1[C:27]([F:30])([F:29])[F:28]>O1CCOCC1.CCOCC.O>[Cl:1][C:2]1[N:3]=[C:4]([NH:24][C:23]2[CH:25]=[CH:26][C:20]([F:19])=[C:21]([C:27]([F:30])([F:28])[F:29])[CH:22]=2)[CH:5]=[C:6]([Cl:8])[N:7]=1.[Cl:9][C:4]1[CH:5]=[C:6]([Cl:8])[N:7]=[C:2]([NH:24][C:23]2[CH:25]=[CH:26][C:20]([F:19])=[C:21]([C:27]([F:30])([F:28])[F:29])[CH:22]=2)[N:3]=1. Procedure: To a stirred solution of commercially available 2,4,6-trichloropyrimidine (XXI) (10.0 g, 52.5 mmol) and diisopropylethylamine (7.7 g, 52.5 mmol) in dioxane (50 mL) under inert atmosphere was added a solution of 4-fluoro-3-trifluoromethylaniline (XX) (9.70 g, 52.5 mmol) in dioxane (150 mL) and then the mixture was heated to 80° C. and stirred for 12 h. The mixture was cooled to ambient temperature and diluted with ether (200 mL) and water (50 mL). The organic phase was separated, successively rin...